This data is from the Open Reaction Database (ORD), a public repository of structured organic reaction records. The task is: describe an organic reaction: reactants, conditions, products, and yield Starting materials: FC=1C=C(COC=2C=C3N(C(N2)=O)CCN3C(=O)OC(C)(C)C)C=C(C1OC1=CC=C(C=C1)F)F (tert-butyl 7-((3,5-difluoro-4-(4-fluorophenoxy)benzyl)oxy)-5-oxo-2,3-dihydroimidazo[1,2-c]pyrimidine-1(5H)-carbo-xylate), C(=O)(C(F)(F)F)O (TFA). Procedure: Prepared in a manner similar to that described for E60 using tert-butyl 7-((3,5-difluoro-4-(4-fluorophenoxy)benzyl)oxy)-5-oxo-2,3-dihydroimidazo[1,2-c]pyrimidine-1(5H)-carbo-xylate (150 mg, 0.306 mmol) and TFA (2 mL, 26.0 mmol) in DCM (10 mL). RXN SMILES: [F:1][C:2]1[CH:3]=[C:4]([CH:24]=[C:25]([F:35])[C:26]=1[O:27][C:28]1[CH:33]=[CH:32][C:31]([F:34])=[CH:30][CH:29]=1)[CH2:5][O:6][C:7]1[CH:8]=[C:9]2[N:16](C(OC(C)(C)C)=O)[CH2:15][CH2:14][N:10]2[C:11](=[O:13])[N:12]=1.C(O)(C(F)(F)F)=O>C(Cl)Cl>[F:1][C:2]1[CH:3]=[C:4]([CH:24]=[C:25]([F:35])[C:26]=1[O:27][C:28]1[CH:33]=[CH:32][C:31]([F:34])=[CH:30][CH:29]=1)[CH2:5][O:6][C:7]1[CH:8]=[C:9]2[NH:16][CH2:15][CH2:14][N:10]2[C:11](=[O:13])[N:12]=1. Product: FC=1C=C(COC=2C=C3N(C(N2)=O)CCN3)C=C(C1OC1=CC=C(C=C1)F)F (7-((3,5-difluoro-4-(4-fluorophenoxy)benzyl)oxy)-2,3-dihydroimidazo[1,2-c]pyrimidin-5(1H)-one). The solvent is C(Cl)Cl (DCM). Reactants: N1N=CN=C1 (1,2,4-triazole), [Li+].C(F)(F)(F)S(=O)(=O)[N-]S(=O)(=O)C(F)(F)F (LiTFSI). Reaction conditions: temperature 70 celsius, time 4 hour. Product: N1N=CN=C1.[Li+].C(F)(F)(F)S(=O)(=O)[N-]S(=O)(=O)C(F)(F)F (1,2,4-Triazole LiTFSI). Yield: 137.0%. As a reaction SMILES: [NH:1]1[CH:5]=[N:4][CH:3]=[N:2]1.[Li+:6].[C:7]([S:11]([N-:14][S:15]([C:18]([F:21])([F:20])[F:19])(=[O:17])=[O:16])(=[O:13])=[O:12])([F:10])([F:9])[F:8]>>[NH:1]1[CH:5]=[N:4][CH:3]=[N:2]1.[Li+:6].[C:18]([S:15]([N-:14][S:11]([C:7]([F:10])([F:9])[F:8])(=[O:13])=[O:12])(=[O:16])=[O:17])([F:20])([F:19])[F:21] |f:1.2,3.4.5|. Reported procedure: 3.6 g of purified 1,2,4-triazole and 5 g of LiTFSI were put into a round bottom flask and slowly stirred for 4 hours under a nitrogen circumstance of 70° C., thereby obtaining 8.5 g of targeted eutectic mixture. Starting materials: CC1=C(C2=C(S1)C=C1C=CC=CC1=C2C2=CC(=C(C(=C2)C)O)C)C (4-(2,3-dimethyl-naphtho[2,3-b]thiophen-4-yl)-2,6-dimethyl-phenol), ClS(=O)(=O)C1=CC(=C(C(=O)O)C=C1)O (4-chlorosulphonyl-2-hydroxybenzoic acid). Product: CC1=C(C2=C(S1)C=C1C=CC=CC1=C2C2=CC(=C(OS(=O)(=O)C1=CC(=C(C(=O)O)C=C1)O)C(=C2)C)C)C (4-[4-(2,3-Dimethyl-naphtho[2,3-b]thiophen-4-yl)-2,6-dimethyl-phenoxysulfonyl]-2-hydroxy-benzoic acid). The yield is 62.4%. Reaction SMILES: [CH3:1][C:2]1[S:6][C:5]2[CH:7]=[C:8]3[C:13](=[C:14]([C:15]4[CH:20]=[C:19]([CH3:21])[C:18]([OH:22])=[C:17]([CH3:23])[CH:16]=4)[C:4]=2[C:3]=1[CH3:24])[CH:12]=[CH:11][CH:10]=[CH:9]3.Cl[S:26]([C:29]1[CH:37]=[CH:36][C:32]([C:33]([OH:35])=[O:34])=[C:31]([OH:38])[CH:30]=1)(=[O:28])=[O:27]>>[CH3:1][C:2]1[S:6][C:5]2[CH:7]=[C:8]3[C:13](=[C:14]([C:15]4[CH:20]=[C:19]([CH3:21])[C:18]([O:22][S:26]([C:29]5[CH:37]=[CH:36][C:32]([C:33]([OH:35])=[O:34])=[C:31]([OH:38])[CH:30]=5)(=[O:28])=[O:27])=[C:17]([CH3:23])[CH:16]=4)[C:4]=2[C:3]=1[CH3:24])[CH:12]=[CH:11][CH:10]=[CH:9]3. Reported procedure: The title compound was prepared according to the procedure in Example 1, step 9, using 4-(2,3-dimethyl-naphtho[2,3-b]thiophen-4-yl)-2,6-dimethyl-phenol (2.052 g, 6.171 mmol) and 4-chlorosulphonyl-2-hydroxybenzoic acid (5.840 g, 24.68 mmol). Purification on 2% H3PO4 /MeOH treated Biotage KP-Sil, eluting with a 15 & 25% EtOAc/hexane step gradient gave 2.05 g (62%) of the title compound. 1H NMR (DMSO-d6) δ 1.60 (s, 3 H), 2.16 (s, 6 H), 2.42 (s, 3 H), 7.17 (s, 2 H), 7.38-7.40 (m, 2 H), 7.47-7.56 (m,... Reactants: CC=1C=C(SC1)CC(=O)O (4-methyl-thiophene-2-acetic acid), C(C1=CC=CC=C1)(=O)Cl (benzoyl chloride). Product: CC=1C=C(SC1C(C1=CC=CC=C1)=O)CC(=O)O (4-methyl-5-benzoyl-thiophene-2-acetic acid). The yield is 44.1%. As a reaction SMILES: [CH3:1][C:2]1[CH:3]=[C:4]([CH2:7][C:8]([OH:10])=[O:9])[S:5][CH:6]=1.[C:11](Cl)(=[O:18])[C:12]1[CH:17]=[CH:16][CH:15]=[CH:14][CH:13]=1>>[CH3:1][C:2]1[CH:3]=[C:4]([CH2:7][C:8]([OH:10])=[O:9])[S:5][C:6]=1[C:11](=[O:18])[C:12]1[CH:17]=[CH:16][CH:15]=[CH:14][CH:13]=1. Reported procedure: Using the procedure of Example 15, 6.65 gm of 4-methyl-thiophene-2-acetic acid and 5.96 gm of benzoyl chloride were reacted to obtain 4.87 gm of 4-methyl-5-benzoyl-thiophene-2-acetic acid melting at 86° C. The product occurred as a colorless solid soluble in benzene, ether, ethanol, chloroform and acetone and insoluble in water.